This data is from the Open Reaction Database (ORD), a public repository of structured organic reaction records. The task is: describe an organic reaction: reactants, conditions, products, and yield Reactants: COC1=C(C=O)C=CC=C1 (2-methoxybenzaldehyde), Cl[O-].[Ca+2].Cl[O-] (calcium hypochlorite). Solvent: CC(=O)C (acetone), O (water), C(C)(=O)O (acetic acid). Run at time 2 hour. Yields the product ClC=1C=CC(=C(C=O)C1)OC (5-chloro-2-methoxybenzaldehyde). RXN SMILES: [CH3:1][O:2][C:3]1[CH:10]=[CH:9][CH:8]=[CH:7][C:4]=1[CH:5]=[O:6].[Cl:11][O-].[Ca+2].Cl[O-]>CC(C)=O.O.C(O)(=O)C>[Cl:11][C:8]1[CH:9]=[CH:10][C:3]([O:2][CH3:1])=[C:4]([CH:7]=1)[CH:5]=[O:6] |f:1.2.3|. Procedure: To a solution of 2-methoxybenzaldehyde (2g) in acetone (20 ml), water (40 ml) and acetic acid (4 ml) were added. Under ice cooling, calcium hypochlorite (5.25 g) was added, and then the mixture was stirred at that temperature for 1 hour and at room temperature for 2 hours. The reaction solution was extracted with methyl tert-butyl ether (20 ml×2), and the organic layer was washed with an aqueous sodium thiosulfate solution, then dried over magnesium sulfate. The solvent was distilled off in vacu...